Dataset: the Open Reaction Database (ORD), a public repository of structured organic reaction records. Task: describe an organic reaction: reactants, conditions, products, and yield Starting materials: C(C)(C)(C)OC(NCC(N1CSCC1)=O)=O ((2-Oxo-2-thiazolidin-3-yl-ethyl)-carbamic acid tert-butyl ester), Cl.O1CCOCC1 (HCl dioxane). Reaction conditions: temperature 25 celsius, time 2 hour. Product: Cl.NCC(=O)N1CSCC1 (2-Amino-1-thiazolidin-3-yl-ethanone hydrochloride). As a reaction SMILES: C(OC(=O)[NH:7][CH2:8][C:9](=[O:15])[N:10]1[CH2:14][CH2:13][S:12][CH2:11]1)(C)(C)C.[ClH:17].O1CCOCC1>>[ClH:17].[NH2:7][CH2:8][C:9]([N:10]1[CH2:14][CH2:13][S:12][CH2:11]1)=[O:15] |f:1.2,3.4|. Procedure details: (2-Oxo-2-thiazolidin-3-yl-ethyl)-carbamic acid tert-butyl ester (5.41 g, 22 mmol) was dissolved in 4M HCl-dioxane (80 mL) at 0° C. The resulting solution was stirred at 25° C. for 2 hours, concentrated and the residue triturated with ether. Yield, 3.9 g, 97 %. Starting materials: ClC1=C(C=CC(=C1Cl)S(=O)(=O)NC)NC([C@@](C(F)(F)F)(C)O)=O ((R)-N-[2,3-Dichloro-4-(methylaminosulphonyl)phenyl]-3,3,3-trifluoro-2-hydroxy-2-methylpropanamide), N(=O)[O-].[Na+] (sodium nitrite), CCOC(=O)C (EtOAc), [I-].[K+] (potassium iodide). Run in S(O)(O)(=O)=O (sulphuric acid), O (water), O (water), O (water). Reaction conditions: time 1 hour. Product: IC=1C(=C(C=CC1)NC([C@@](C(F)(F)F)(C)O)=O)Cl ((R)-N-[3-Iodo-2-chlorophenyl]-2-hydroxy-2-methyl-3,3,3-trifluoropropanamide). Yield: 108.5%. RXN SMILES: [Cl:1][C:2]1[C:7](Cl)=[C:6](S(NC)(=O)=O)[CH:5]=[CH:4][C:3]=1[NH:14][C:15](=[O:23])[C@:16]([OH:22])([CH3:21])[C:17]([F:20])([F:19])[F:18].N([O-])=O.[Na+].[I-:28].[K+].CCOC(C)=O>S(=O)(=O)(O)O.O>[I:28][C:7]1[C:2]([Cl:1])=[C:3]([NH:14][C:15](=[O:23])[C@:16]([OH:22])([CH3:21])[C:17]([F:20])([F:19])[F:18])[CH:4]=[CH:5][CH:6]=1 |f:1.2,3.4|. Procedure details: To a cooled solution of (R)-N-[3-amino-2-chlorophenyl]-2-hydroxy-2-methyl-3,3,3-trifluoropropanamide (Method 8) (12.5 g) in concentrated sulphuric acid (25 ml) and water (70 ml) was added a solution of sodium nitrite (3.15 g) in water (70 ml) dropwise. The reaction mixture was allowed to stir for 10 minutes and for 1 hour at ambient temperature. A solution of potassium iodide (22.2 g) in water (70 ml) was added cautiously and the mixture was heated to 100° C. for 2.5 hours. The reaction mixture ... Reactants: CNCC(OC)OC, CS(=O)(=O)c1nccc(Oc2ccc(NC(=O)c3cc(F)cc(N4CCOCC4)c3)c3ccccc23)n1. Product: COC(CN(C)c1nccc(Oc2ccc(NC(=O)c3cc(F)cc(N4CCOCC4)c3)c3ccccc23)n1)OC. As a reaction SMILES: [CH3:38][O:39][CH:40]([CH2:41][NH:42][CH3:43])[O:44][CH3:45].[F:1][c:2]1[cH:3][c:4]([C:5](=[O:6])[NH:7][c:8]2[cH:9][cH:10][c:11]([O:18][c:19]3[n:20][c:21]([S:25]([CH3:26])(=[O:27])=[O:28])[n:22][cH:23][cH:24]3)[c:12]3[cH:13][cH:14][cH:15][cH:16][c:17]23)[cH:29][c:30]([N:32]2[CH2:33][CH2:34][O:35][CH2:36][CH2:37]2)[cH:31]1>>[F:1][c:2]1[cH:3][c:4]([C:5](=[O:6])[NH:7][c:8]2[cH:9][cH:10][c:11]([O:18][c:19]3[n:20][c:21]([N:42]([CH2:41][CH:40]([O:39][CH3:38])[O:44][CH3:45])[CH3:43])[n:22][cH:23][cH:24]3)[c:12]3[cH:13][cH:14][cH:15][cH:16][c:17]23)[cH:29][c:30]([N:32]2[CH2:33][CH2:34][O:35][CH2:36][CH2:37]2)[cH:31]1. Reactants: C1CCOC1, CCO, C[Si](C)(C)CCOCn1ccc2c(Nc3ccc([N+](=O)[O-])cc3F)ccnc21, [H][H], O=[Pt]=O. Yields the product C[Si](C)(C)CCOCn1ccc2c(Nc3ccc(N)cc3F)ccnc21. RXN SMILES: [CH2:34]1[O:35][CH2:36][CH2:37][CH2:38]1.[CH3:31][CH2:32][OH:33].[F:1][c:2]1[c:3]([NH:11][c:12]2[c:13]3[c:14]([n:15][cH:16][cH:17]2)[n:18]([CH2:21][O:22][CH2:23][CH2:24][Si:25]([CH3:26])([CH3:27])[CH3:28])[cH:19][cH:20]3)[cH:4][cH:5][c:6]([N+:8]([O-:9])=[O:10])[cH:7]1.[H:29][H:30].[Pt:39](=[O:40])=[O:41]>>[F:1][c:2]1[c:3]([NH:11][c:12]2[c:13]3[c:14]([n:15][cH:16][cH:17]2)[n:18]([CH2:21][O:22][CH2:23][CH2:24][Si:25]([CH3:26])([CH3:27])[CH3:28])[cH:19][cH:20]3)[cH:4][cH:5][c:6]([NH2:8])[cH:7]1. Starting materials: C=C(OCC)c1c(C)c2cnc(Nc3ccc(N4CCN(C(=O)OC(C)(C)C)CC4)cn3)nc2n(C2CCCC2)c1=O, CCCCO, C=COCCCC, CCN(C(C)C)C(C)C. Product: C=C(OCCCC)c1c(C)c2cnc(Nc3ccc(N4CCN(C(=O)OC(C)(C)C)CC4)cn3)nc2n(C2CCCC2)c1=O. Reaction SMILES: [C:1]([CH3:2])([CH3:3])([CH3:4])[O:5][C:6](=[O:7])[N:8]1[CH2:9][CH2:10][N:11]([c:14]2[cH:15][n:16][c:17]([NH:20][c:21]3[n:22][cH:23][c:24]4[c:25]([n:26]3)[n:27]([CH:38]3[CH2:39][CH2:40][CH2:41][CH2:42]3)[c:28](=[O:37])[c:29]([C:32](=[CH2:33])[O:34][CH2:35][CH3:36])[c:30]4[CH3:31])[cH:18][cH:19]2)[CH2:12][CH2:13]1.[CH2:59]([OH:60])[CH2:61][CH2:62][CH3:63].[CH:43](=[CH2:44])[O:45][CH2:46][CH2:47][CH2:48][CH3:49].[CH:50]([N:51]([CH:52]([CH3:53])[CH3:54])[CH2:55][CH3:56])([CH3:57])[CH3:58]>>[C:1]([CH3:2])([CH3:3])([CH3:4])[O:5][C:6](=[O:7])[N:8]1[CH2:9][CH2:10][N:11]([c:14]2[cH:15][n:16][c:17]([NH:20][c:21]3[n:22][cH:23][c:24]4[c:25]([n:26]3)[n:27]([CH:38]3[CH2:39][CH2:40][CH2:41][CH2:42]3)[c:28](=[O:37])[c:29]([C:32](=[CH2:33])[O:34][CH2:35][CH2:36][CH2:43][CH3:44])[c:30]4[CH3:31])[cH:18][cH:19]2)[CH2:12][CH2:13]1. The reactants are CCOCC, CCN(CC)C(=O)N(C1CCCCC1)C1CC2CCC(C1)N2C(=O)C(Cc1ccc(Cl)cc1)NCC1CC(O)CN1C(=O)OC(C)(C)C, Cl. Product: CCN(CC)C(=O)N(C1CCCCC1)C1CC2CCC(C1)N2C(=O)C(Cc1ccc(Cl)cc1)NCC1CC(O)CN1. RXN SMILES: [CH3:50][CH2:51][O:52][CH2:53][CH3:54].[Cl:1][c:2]1[cH:3][cH:4][c:5]([CH2:6][CH:7]([C:8](=[O:9])[N:10]2[CH:11]3[CH2:12][CH:13]([N:18]([C:19](=[O:20])[N:21]([CH2:22][CH3:23])[CH2:24][CH3:25])[CH:26]4[CH2:27][CH2:28][CH2:29][CH2:30][CH2:31]4)[CH2:14][CH:15]2[CH2:16][CH2:17]3)[NH:32][CH2:33][CH:34]2[N:35]([C:40]([O:41][C:42]([CH3:43])([CH3:44])[CH3:45])=[O:46])[CH2:36][CH:37]([OH:39])[CH2:38]2)[cH:47][cH:48]1.[ClH:49]>>[Cl:1][c:2]1[cH:3][cH:4][c:5]([CH2:6][CH:7]([C:8](=[O:9])[N:10]2[CH:11]3[CH2:12][CH:13]([N:18]([C:19](=[O:20])[N:21]([CH2:22][CH3:23])[CH2:24][CH3:25])[CH:26]4[CH2:27][CH2:28][CH2:29][CH2:30][CH2:31]4)[CH2:14][CH:15]2[CH2:16][CH2:17]3)[NH:32][CH2:33][CH:34]2[NH:35][CH2:36][CH:37]([OH:39])[CH2:38]2)[cH:47][cH:48]1. Run in C(C)(=O)OCC (ethyl acetate). Reported procedure: To 10.3 Grams of benzyl 2-(2,6-dimethoxypyrimidine-4-yloxy)-6-phenylbenzoate dissolved in 100 ml of ethyl acetate was added 0.5 g of 10% palladium on activated carbon (water content: about 50%) and the resulting mixture was subjected to catalytic reduction at room temperature under normal pressure (hydrogen pressure) for 3 hours. The palladium on carbon was filtered off and the filtrate obtained was concentrated under reduced pressure to obtain 2-(2,6-dimethoxypyrimidine-4-yloxy)-6-phenylbenzoic... The reagents and catalysts are [Pd] (palladium on activated carbon). RXN SMILES: [CH3:1][O:2][C:3]1[N:8]=[C:7]([O:9][C:10]2[CH:25]=[CH:24][CH:23]=[C:22]([C:26]3[CH:31]=[CH:30][CH:29]=[CH:28][CH:27]=3)[C:11]=2[C:12]([O:14]CC2C=CC=CC=2)=[O:13])[CH:6]=[C:5]([O:32][CH3:33])[N:4]=1.[H][H]>C(OCC)(=O)C.[Pd]>[CH3:1][O:2][C:3]1[N:8]=[C:7]([O:9][C:10]2[CH:25]=[CH:24][CH:23]=[C:22]([C:26]3[CH:31]=[CH:30][CH:29]=[CH:28][CH:27]=3)[C:11]=2[C:12]([OH:14])=[O:13])[CH:6]=[C:5]([O:32][CH3:33])[N:4]=1. Reactants: COC1=NC(=CC(=N1)OC1=C(C(=O)OCC2=CC=CC=C2)C(=CC=C1)C1=CC=CC=C1)OC (benzyl 2-(2,6-dimethoxypyrimidine-4-yloxy)-6-phenylbenzoate), [H][H] (hydrogen). Product: COC1=NC(=CC(=N1)OC1=C(C(=O)O)C(=CC=C1)C1=CC=CC=C1)OC (2-(2,6-dimethoxypyrimidine-4-yloxy)-6-phenylbenzoic acid), compound ( 1 ).